Task: describe an organic reaction: reactants, conditions, products, and yield. Dataset: the Open Reaction Database (ORD), a public repository of structured organic reaction records Starting materials: C([O-])([O-])=O.[Na+].[Na+] (sodium carbonate), [Cl-].[Li+] (lithium chloride), BrC1=C(NC2=CC=CC=C12)C(=O)OCC (ethyl 3-bromo-1H-indole-2-carboxylate), [N+](=O)([O-])C1=CC=C(C=C1)B(O)O (4-nitrophenylboronic acid). Reagents/catalysts: C=1C=CC(=CC1)[P](C=2C=CC=CC2)(C=3C=CC=CC3)[Pd]([P](C=4C=CC=CC4)(C=5C=CC=CC5)C=6C=CC=CC6)([P](C=7C=CC=CC7)(C=8C=CC=CC8)C=9C=CC=CC9)[P](C=1C=CC=CC1)(C=1C=CC=CC1)C=1C=CC=CC1 (tetrakis(triphenylphosphine)palladium). Run in C(C)O (ethanol), C1(=CC=CC=C1)C (toluene). Product: [N+](=O)([O-])C1=CC=C(C=C1)C1=C(NC2=CC=CC=C12)C(=O)OCC (ethyl 3-(4-nitrophenyl)-1H-indole-2-carboxylate). Yield: 88.1%. Reaction SMILES: C(=O)([O-])[O-].[Na+].[Na+].[Cl-].[Li+].Br[C:10]1[C:18]2[C:13](=[CH:14][CH:15]=[CH:16][CH:17]=2)[NH:12][C:11]=1[C:19]([O:21][CH2:22][CH3:23])=[O:20].[N+:24]([C:27]1[CH:32]=[CH:31][C:30](B(O)O)=[CH:29][CH:28]=1)([O-:26])=[O:25]>C(O)C.C1(C)C=CC=CC=1.C1C=CC([P]([Pd]([P](C2C=CC=CC=2)(C2C=CC=CC=2)C2C=CC=CC=2)([P](C2C=CC=CC=2)(C2C=CC=CC=2)C2C=CC=CC=2)[P](C2C=CC=CC=2)(C2C=CC=CC=2)C2C=CC=CC=2)(C2C=CC=CC=2)C2C=CC=CC=2)=CC=1>[N+:24]([C:27]1[CH:32]=[CH:31][C:30]([C:10]2[C:18]3[C:13](=[CH:14][CH:15]=[CH:16][CH:17]=3)[NH:12][C:11]=2[C:19]([O:21][CH2:22][CH3:23])=[O:20])=[CH:29][CH:28]=1)([O-:26])=[O:25] |f:0.1.2,3.4,^1:49,51,70,89|. Procedure: 46 ml of a 1M sodium carbonate solution, 2.23 g of lithium chloride and then 1.1 g of tetrakis(triphenylphosphine)palladium are added successively, under argon and with stirring, to a solution of 5 g of ethyl 3-bromo-1H-indole-2-carboxylate and 7.8 g of 4-nitrophenylboronic acid in 110 ml of ethanol and 110 ml of toluene. The solution is refluxed for 2 hours 30 minutes and then concentrated under reduced pressure. The precipitate is filtered off and then recrystallized from ethanol, to give 5.1 ...